This data is from the Open Reaction Database (ORD), a public repository of structured organic reaction records. The task is: describe an organic reaction: reactants, conditions, products, and yield Starting materials: CO, COC(=N)c1ccccc1, Cl, CC(N)CN. Yields the product CC1CNC(c2ccccc2)=N1, N. Reaction SMILES: [CH3:17][OH:18].[CH3:2][O:3][C:4]([c:5]1[cH:6][cH:7][cH:8][cH:9][cH:10]1)=[NH:11].[ClH:1].[NH2:12][CH2:13][CH:14]([CH3:15])[NH2:16]>>[C:4]1([c:5]2[cH:6][cH:7][cH:8][cH:9][cH:10]2)=[N:16][CH:14]([CH3:15])[CH2:13][NH:12]1.[NH3:11]. Reactants: C(C)(=O)Cl (acetyl chloride), FC=1C=C(C(C(=O)O)=CC1)N (4-fluoroanthranilic acid). Run in C(C)(=O)OC(C)=O (acetic anhydride). Reaction conditions: time 1 hour. The product is FC1=CC2=C(C(OC(=N2)C)=O)C=C1 (7-fluoro-2-methyl-3,1-benzoxazin-4-one). Reaction SMILES: [C:1](Cl)(=O)[CH3:2].[F:5][C:6]1[CH:7]=[C:8]([NH2:15])[C:9](=[CH:13][CH:14]=1)[C:10]([OH:12])=[O:11]>C(OC(=O)C)(=O)C>[F:5][C:6]1[CH:14]=[CH:13][C:9]2[C:10](=[O:12])[O:11][C:1]([CH3:2])=[N:15][C:8]=2[CH:7]=1. Procedure: A mixture of acetyl chloride (4.6 ml) and 4-fluoroanthranilic acid (5 g) in acetic anhydride (100 ml) was heated under reflux for 48 hours, cooled and filtered. The filtrate was added to ice/water, stirred for 1 hour and extracted with ethyl acetate. The extract was dried and the solvent removed under reduced pressure to give 7-fluoro-2-methyl-3,1-benzoxazin-4-one, m.p. 159°-160°. (Compound 2). The reactants are [H-].[Na+] (Sodium hydride), N1=CC=C(C=C1)N1CCN(CC1)C1=CC=C(C=C1)O (4-[4-(4-pyridyl)piperazin-1-yl]phenol), C[C@H](CC(=O)OC(C)(C)C)COS(=O)(=O)C1=CC=C(C=C1)C (tert-Butyl (3R)-3-methyl-4-(p-toluene-sulphonyloxy)butyrate). The solvent is CN(C)C=O (DMF). Conditions: time 45 minute. Yields the product C[C@H](CC(=O)OC(C)(C)C)COC1=CC=C(C=C1)N1CCN(CC1)C1=CC=NC=C1 (tert-butyl (3R)-3-methyl-4-[4-[4-(4-pyridyl)piperazin-1-yl]phenoxy]butyrate). Isolated yield 42.4%. As a reaction SMILES: [H-].[Na+].[N:3]1[CH:8]=[CH:7][C:6]([N:9]2[CH2:14][CH2:13][N:12]([C:15]3[CH:20]=[CH:19][C:18]([OH:21])=[CH:17][CH:16]=3)[CH2:11][CH2:10]2)=[CH:5][CH:4]=1.[CH3:22][C@@H:23]([CH2:32]OS(C1C=CC(C)=CC=1)(=O)=O)[CH2:24][C:25]([O:27][C:28]([CH3:31])([CH3:30])[CH3:29])=[O:26]>CN(C=O)C>[CH3:22][C@@H:23]([CH2:32][O:21][C:18]1[CH:19]=[CH:20][C:15]([N:12]2[CH2:11][CH2:10][N:9]([C:6]3[CH:7]=[CH:8][N:3]=[CH:4][CH:5]=3)[CH2:14][CH2:13]2)=[CH:16][CH:17]=1)[CH2:24][C:25]([O:27][C:28]([CH3:29])([CH3:31])[CH3:30])=[O:26] |f:0.1|. Procedure details: Sodium hydride (60% dispersion in mineral oil, 2.44 g) was added to a stirred suspension of 4-[4-(4-pyridyl)piperazin-1-yl]phenol (15.5 g) in dry DMF (120 ml) and the mixture was stirred for 45 minutes at room temperature. tert-Butyl (3R)-3-methyl-4-(p-toluene-sulphonyloxy)butyrate (20 g) was added and the mixture was stirred at room temperature for 20 hours. The mixture was evaporated and the residue was partitioned between dichloromethane and water. The organic layer was washed with water, fil... Reactants: C1(CCCCC1)C(=O)C1=C(C=C(C=C1)OCC1=CC=CC=C1)F (cyclohexyl (4-benzyloxy-2-fluorophenyl)methanone), C1(=CC=CC=C1)CS (phenylmethanethiol), CC(C)([O-])C.[K+] (potassium tert-butoxide), [NH4+].[Cl-] (NH4Cl). The solvent is C1CCOC1 (THF), C1CCOC1 (THF), C1CCOC1 (THF). Conditions: time 15 minute. Yields the product C1(CCCCC1)C(=O)C1=C(C=C(C=C1)OCC1=CC=CC=C1)SCC1=CC=CC=C1 (cyclohexyl (4-benzyloxy-2-benzylthiophenyl)methanone). Isolated yield 99.6%. Reaction SMILES: [C:1]1([CH2:7][SH:8])[CH:6]=[CH:5][CH:4]=[CH:3][CH:2]=1.CC(C)([O-])C.[K+].[CH:15]1([C:21]([C:23]2[CH:28]=[CH:27][C:26]([O:29][CH2:30][C:31]3[CH:36]=[CH:35][CH:34]=[CH:33][CH:32]=3)=[CH:25][C:24]=2F)=[O:22])[CH2:20][CH2:19][CH2:18][CH2:17][CH2:16]1.[NH4+].[Cl-]>C1COCC1>[CH:15]1([C:21]([C:23]2[CH:24]=[CH:25][C:26]([O:29][CH2:30][C:31]3[CH:36]=[CH:35][CH:34]=[CH:33][CH:32]=3)=[CH:27][C:28]=2[S:8][CH2:7][C:1]2[CH:6]=[CH:5][CH:4]=[CH:3][CH:2]=2)=[O:22])[CH2:20][CH2:19][CH2:18][CH2:17][CH2:16]1 |f:1.2,4.5|. Procedure: A solution of phenylmethanethiol (2.35 ml, 20 mmoles) in THF (10 ml) was slowly added to a mixture of potassium tert-butoxide (2.24 g, 20 mmoles) in THF (80 ml) under N2 at room temperature. The mixture was stirred for 15 min at room temperature and cyclohexyl (4-benzyloxy-2-fluorophenyl)methanone (6.5 g, 20 mmoles) in THF (10 ml) was slowly added. The mixture was heated for 2 h at 50° C. and poured into an aqueous solution of NH4Cl, extracted with ethyl acetate, dried over Na2SO4 and concentrat...